Dataset: the Open Reaction Database (ORD), a public repository of structured organic reaction records. Task: describe an organic reaction: reactants, conditions, products, and yield Starting materials: O1COC2=C1C=CC(=C2)C2(CC2)C(=O)NC=2C=C1C=C(NC1=C(C2)C#N)C(C)(C)C (1-(Benzo[d][1,3]dioxol-5-yl)-N-(2-tert-butyl-7-cyano-1H-indol-5-yl)-cyclopropanecarboxamide), OO (hydrogen peroxide), [OH-].[Na+] (sodium hydroxide). The solvent is CO (methanol). Conditions: time 72 hour. Product: O1COC2=C1C=CC(=C2)C2(CC2)C(=O)NC=2C=C1C=C(NC1=C(C2)C(=O)N)C(C)(C)C (5-(1-(benzo[d][1,3]dioxol-5-yl)cyclopropane-carboxamido)-2-tert-butyl-1H-indole-7-carboxamide). As a reaction SMILES: [O:1]1[C:5]2[CH:6]=[CH:7][C:8]([C:10]3([C:13]([NH:15][C:16]4[CH:17]=[C:18]5[C:22](=[C:23]([C:25]#[N:26])[CH:24]=4)[NH:21][C:20]([C:27]([CH3:30])([CH3:29])[CH3:28])=[CH:19]5)=[O:14])[CH2:12][CH2:11]3)=[CH:9][C:4]=2[O:3][CH2:2]1.[OH:31]O.[OH-].[Na+]>CO>[O:1]1[C:5]2[CH:6]=[CH:7][C:8]([C:10]3([C:13]([NH:15][C:16]4[CH:17]=[C:18]5[C:22](=[C:23]([C:25]([NH2:26])=[O:31])[CH:24]=4)[NH:21][C:20]([C:27]([CH3:30])([CH3:29])[CH3:28])=[CH:19]5)=[O:14])[CH2:12][CH2:11]3)=[CH:9][C:4]=2[O:3][CH2:2]1 |f:2.3|. Procedure details: 1-(Benzo[d][1,3]dioxol-5-yl)-N-(2-tert-butyl-7-cyano-1H-indol-5-yl)-cyclopropanecarboxamide (45 mg, 0.11 mmol) was suspended in a mixture of methanol (1.8 mL), 30% aqueous hydrogen peroxide (0.14 mL, 4.4 mmol) and 10% aqueous sodium hydroxide (0.150 mL). The resulting suspension was stirred for 72 h at room temperature. The hydrogen peroxide was then quenched with sodium sulfite. The reaction mixture was diluted with 0.5 mL of N,N-dimethylformamide, filtered, and purified by preparative HPLC usi... As a reaction SMILES: [NH:1]([C:3]([C:5]1[O:9][N:8]=[C:7]([C:10]2[C:19]3[C:14](=[CH:15][CH:16]=[CH:17][CH:18]=3)[CH:13]=[CH:12][CH:11]=2)[N:6]=1)=[O:4])[NH2:2].Cl.[N:21]([O-])=O.[Na+]>C(O)(=O)C.O>[N:1]([C:3]([C:5]1[O:9][N:8]=[C:7]([C:10]2[C:19]3[C:14](=[CH:15][CH:16]=[CH:17][CH:18]=3)[CH:13]=[CH:12][CH:11]=2)[N:6]=1)=[O:4])=[N+:2]=[N-:21] |f:2.3|. Procedure: 5-Hydrazinocarbonyl-3-α-naphthyl-1,2,4-oxadiazole (6.47g.) was dissolved in acetic acid (125 ml.) and 2N-hydrochloric acid (75 ml.). A solution of sodium nitrite (2.0g) in water (6 ml.) as added at 0° with stirring. After 15 minutes the precipitate was filtered off and dissolved in chloroform. The chloroform solution was washed with water and dried (MgSO4). Evaporation to dryness gave title compound (5.82 g.), m.p. 114° (decomp.), λmax. (EtOH) 300 nm. (ε 8,250), νmax. (CHBr3) 1710 (C=O), 2150 an... Solvent: C(C)(=O)O (acetic acid), O (water). The yield is 86.2%. Starting materials: Cl (hydrochloric acid), N(N)C(=O)C1=NC(=NO1)C1=CC=CC2=CC=CC=C12 (5-Hydrazinocarbonyl-3-α-naphthyl-1,2,4-oxadiazole), N(=O)[O-].[Na+] (sodium nitrite). The product is N(=[N+]=[N-])C(=O)C1=NC(=NO1)C1=CC=CC2=CC=CC=C12 (5-Azidocarbonyl-3-α-naphthyl-1,2,4-oxadiazole). Product: O=C(Nc1ccc(Cl)cc1)NS(=O)(=O)c1ccc(Cl)s1. Starting materials: CC(C)=O, O=C=Nc1ccc(Cl)cc1, NS(=O)(=O)c1ccc(Cl)s1, Cl, [Na+], [OH-]. As a reaction SMILES: [CH3:24][C:25](=[O:26])[CH3:27].[Cl:13][c:14]1[cH:15][cH:16][c:17]([N:20]=[C:21]=[O:22])[cH:18][cH:19]1.[Cl:1][c:2]1[cH:3][cH:4][c:5]([S:7](=[O:8])(=[O:9])[NH2:10])[s:6]1.[ClH:23].[Na+:12].[OH-:11]>>[Cl:1][c:2]1[cH:3][cH:4][c:5]([S:7](=[O:8])(=[O:9])[NH:10][C:21]([NH:20][c:17]2[cH:16][cH:15][c:14]([Cl:13])[cH:19][cH:18]2)=[O:22])[s:6]1. Reactants: C12(CC3CC(CC(C1)C3)C2)C2=C(C=C3C=CC(=CC3=C2)B(O)O)OCC2=CC=CC=C2 (7-(1-adamantyl)-6-benzyloxy-2-naphthylboronic acid), IC1=CC=C(C(=O)OC)C=C1 (methyl 4-iodobenzoate). Yields the product C12(CC3CC(CC(C1)C3)C2)C2=C(C=C3C=CC(=CC3=C2)C2=CC=C(C(=O)OC)C=C2)OCC2=CC=CC=C2 (methyl 4-[7-(1-adamantyl)-6-benzyloxy-2-naphthyl]benzoate). The yield is 33.5%. RXN SMILES: [C:1]12([C:11]3[CH:20]=[C:19]4[C:14]([CH:15]=[CH:16][C:17](B(O)O)=[CH:18]4)=[CH:13][C:12]=3[O:24][CH2:25][C:26]3[CH:31]=[CH:30][CH:29]=[CH:28][CH:27]=3)[CH2:10][CH:5]3[CH2:6][CH:7]([CH2:9][CH:3]([CH2:4]3)[CH2:2]1)[CH2:8]2.I[C:33]1[CH:42]=[CH:41][C:36]([C:37]([O:39][CH3:40])=[O:38])=[CH:35][CH:34]=1>>[C:1]12([C:11]3[CH:20]=[C:19]4[C:14]([CH:15]=[CH:16][C:17]([C:33]5[CH:42]=[CH:41][C:36]([C:37]([O:39][CH3:40])=[O:38])=[CH:35][CH:34]=5)=[CH:18]4)=[CH:13][C:12]=3[O:24][CH2:25][C:26]3[CH:31]=[CH:30][CH:29]=[CH:28][CH:27]=3)[CH2:10][CH:5]3[CH2:6][CH:7]([CH2:9][CH:3]([CH2:4]3)[CH2:2]1)[CH2:8]2. Procedure: Following the procedure of Example 1(c), but reacting 1.5 g (3.6 mmol) of 7-(1-adamantyl)-6-benzyloxy-2-naphthylboronic acid with 500 mg (1.9 mmol) of methyl 4-iodobenzoate, 320 mg (33%) of the compound were obtained, which compound had a melting point of 170°-3° C.